Dataset: the Open Reaction Database (ORD), a public repository of structured organic reaction records. Task: describe an organic reaction: reactants, conditions, products, and yield Reactants: C(CCC)N1N=C(C=C1CCS(=O)(=O)CCC)C(=O)O (1-butyl-5-[2-(propylsulfonyl)ethyl]-1H-pyrazole-3-carboxylic acid), C(C(=O)Cl)(=O)Cl (oxalyl chloride), CN(C)C=O (DMF). Run in ClCCl (dichloromethane). Reaction conditions: time 30 minute. The product is C(CCC)N1N=C(C=C1CCS(=O)(=O)CCC)C(=O)N (1-butyl-5-[2-(propylsulfonyl)ethyl]-1H-pyrazole-3-carboxamide). As a reaction SMILES: [CH2:1]([N:5]1[C:9]([CH2:10][CH2:11][S:12]([CH2:15][CH2:16][CH3:17])(=[O:14])=[O:13])=[CH:8][C:7]([C:18]([OH:20])=O)=[N:6]1)[CH2:2][CH2:3][CH3:4].C(Cl)(=O)C(Cl)=O.C[N:28](C=O)C>ClCCl>[CH2:1]([N:5]1[C:9]([CH2:10][CH2:11][S:12]([CH2:15][CH2:16][CH3:17])(=[O:14])=[O:13])=[CH:8][C:7]([C:18]([NH2:28])=[O:20])=[N:6]1)[CH2:2][CH2:3][CH3:4]. Procedure details: To a solution of 1-butyl-5-[2-(propylsulfonyl)ethyl]-1H-pyrazole-3-carboxylic acid (4.00 g, 13.22 mmol) in dichloromethane (66 mL) was added oxalyl chloride (3.5 mL, 39.7 mmol) and a drop of DMF. The solution bubbled vigorously and was stirred at ambient temperature for 30 minutes. The solution was concentrated under reduced pressure. The residue was dissolved in dichloromethane (66 mL) and the resulting solution was cooled in an ice bath, then concentrated ammonium hydroxide (66 mL) was added d... Reactants: C (charcoal), C (charcoal), C[Si](O[SiH](C)C)(C)C (1,1,1,3,3-pentamethyldisiloxane), C(C)(=O)OCC=C (allyl acetate). Reagents/catalysts: [Pd] (palladium), [Pd] (palladium). Conditions: temperature 105 celsius. Yields the product C[Si](O[Si](OC(C)=O)(C)C)(C)C (1,1,1,3,3-pentamethyl-3-acetoxydisiloxane). Reaction SMILES: [CH3:1][Si:2]([CH3:8])([CH3:7])[O:3][SiH:4]([CH3:6])[CH3:5].[C:9]([O:12]CC=C)(=[O:11])[CH3:10].C>[Pd]>[CH3:1][Si:2]([CH3:8])([CH3:7])[O:3][Si:4]([CH3:6])([CH3:5])[O:12][C:9](=[O:11])[CH3:10]. Procedure details: A mixture containing 14.8 g of 1,1,1,3,3-pentamethyldisiloxane, 10.0 g of allyl acetate (acetic acid allylester) and 0.01 g of palladium supported on activated charcoal, in which the 0.1 g refers to the total weight of the charcoal and the palladium, is heated to boiling under reflux (approximately 105° C.) for 4 hours. The 1,1,1,3,3-pentamethyl-3-acetoxydisiloxane yield is quantitative. Reactants: FC(C=1C=C(C(=O)C2=C(C(=O)O)C=CC=N2)C=CC1)(F)F (2-(3-trifluoromethylbenzoyl)nicotinic acid), O.NN (hydrazine hydrate). The solvent is C(C)O (ethanol). Product: FC(C=1C=C(C=CC1)C1=NNC(C2=C1N=CC=C2)=O)(F)F (8-(3-Trifluoromethylphenyl)pyrido[2,3-d]pyridazin-5-(6H)-one). Reaction SMILES: [F:1][C:2]([F:21])([F:20])[C:3]1[CH:4]=[C:5]([CH:17]=[CH:18][CH:19]=1)[C:6]([C:8]1[N:16]=[CH:15][CH:14]=[CH:13][C:9]=1[C:10](O)=[O:11])=O.O.[NH2:23][NH2:24]>C(O)C>[F:1][C:2]([F:21])([F:20])[C:3]1[CH:4]=[C:5]([C:6]2[C:8]3[N:16]=[CH:15][CH:14]=[CH:13][C:9]=3[C:10](=[O:11])[NH:24][N:23]=2)[CH:17]=[CH:18][CH:19]=1 |f:1.2|. Procedure details: A mixture of 2-(3-trifluoromethylbenzoyl)nicotinic acid (1.5 g) and hydrazine hydrate (0.4 g) in ethanol was heated at the reflux temperature for 5 hours. On cooling and reduction of the volume of solvent by evaporation, a precipitate formed which was collected by filtration, to give the title compound as a white solid, 1.08 g, m.p. 210°-215° C. The reactants are CC(=O)O[BH-](OC(C)=O)OC(C)=O, CNC, CC(=O)O, CC(Cl)Cl, COc1cccc(-c2nc3ccc(-c4cc(C=O)ccc4F)cc3c(=O)n2CC(=O)NC(C)C)c1, [Na+]. Yields the product COc1cccc(-c2nc3ccc(-c4cc(CN(C)C)ccc4F)cc3c(=O)n2CC(=O)NC(C)C)c1. RXN SMILES: [C:39]([O:40][BH-:41]([O:42][C:43](=[O:44])[CH3:45])[O:46][C:47](=[O:48])[CH3:49])(=[O:50])[CH3:51].[CH3:36][NH:37][CH3:38].[CH3:57][C:58](=[O:59])[OH:60].[Cl:53][CH:54]([Cl:55])[CH3:56].[F:1][c:2]1[c:3](-[c:10]2[cH:11][c:12]3[c:13](=[O:35])[n:14]([CH2:28][C:29](=[O:30])[NH:31][CH:32]([CH3:33])[CH3:34])[c:15](-[c:20]4[cH:21][c:22]([O:26][CH3:27])[cH:23][cH:24][cH:25]4)[n:16][c:17]3[cH:18][cH:19]2)[cH:4][c:5]([CH:8]=[O:9])[cH:6][cH:7]1.[Na+:52]>>[F:1][c:2]1[c:3](-[c:10]2[cH:11][c:12]3[c:13](=[O:35])[n:14]([CH2:28][C:29](=[O:30])[NH:31][CH:32]([CH3:33])[CH3:34])[c:15](-[c:20]4[cH:21][c:22]([O:26][CH3:27])[cH:23][cH:24][cH:25]4)[n:16][c:17]3[cH:18][cH:19]2)[cH:4][c:5]([CH2:8][N:37]([CH3:36])[CH3:38])[cH:6][cH:7]1. The reactants are NCCCCN1C=NC=2C(=NC=3C=CC=CC3C21)N (1-(4-Aminobutyl)-1H-imidazo[4,5-c]quinolin-4-amine), C(C1=CC=CC=C1)(=O)C1=CC=C(OCC(=O)O)C=C1 (2-(4-benzoylphenoxy)acetic acid), Cl.CN(CCCN=C=NCC)C (1-[3-(dimethylamino)propyl]-3-ethylcarbodiimide hydrochloride). Solvent: N1=CC=CC=C1 (pyridine). Yields the product NC1=NC=2C=CC=CC2C2=C1N=CN2CCCCNC(COC2=CC=C(C=C2)C(C2=CC=CC=C2)=O)=O (N1-[4-(4-amino-1H-imidazo[4,5-c]quinolin-1-yl)butyl]-2-(4-benzoylphenoxy)acetamide). The yield is 36.4%. As a reaction SMILES: [NH2:1][CH2:2][CH2:3][CH2:4][CH2:5][N:6]1[C:18]2[C:17]3[CH:16]=[CH:15][CH:14]=[CH:13][C:12]=3[N:11]=[C:10]([NH2:19])[C:9]=2[N:8]=[CH:7]1.[C:20]([C:28]1[CH:38]=[CH:37][C:31]([O:32][CH2:33][C:34](O)=[O:35])=[CH:30][CH:29]=1)(=[O:27])[C:21]1[CH:26]=[CH:25][CH:24]=[CH:23][CH:22]=1.Cl.CN(C)CCCN=C=NCC>N1C=CC=CC=1>[NH2:19][C:10]1[C:9]2[N:8]=[CH:7][N:6]([CH2:5][CH2:4][CH2:3][CH2:2][NH:1][C:34](=[O:35])[CH2:33][O:32][C:31]3[CH:30]=[CH:29][C:28]([C:20](=[O:27])[C:21]4[CH:22]=[CH:23][CH:24]=[CH:25][CH:26]=4)=[CH:38][CH:37]=3)[C:18]=2[C:17]2[CH:16]=[CH:15][CH:14]=[CH:13][C:12]=2[N:11]=1 |f:2.3|. Reported procedure: 1-(4-Aminobutyl)-1H-imidazo[4,5-c]quinolin-4-amine (99.6 mg, 0.39 mmol) and 2-(4-benzoylphenoxy)acetic acid (100 mg, 0.39 mmol) were combined in pyridine (10 mL). The mixture was warmed until homogeneous and then allowed to cool. 1-[3-(dimethylamino)propyl]-3-ethylcarbodiimide hydrochloride (82 mg, 0.43 mole) was added. The reaction mixture was maintained at ambient temperature overnight and then concentrated under vacuum. The residue was partitioned between chloroform and saturated potassium ca... Starting materials: Cl.OC=1C=C(CCN)C=CC1O (3,4-dihydroxyphenethylamine hydrochloride), C(C)OC(COC1=NSN=C1)OCC ((1,2,5-thiadiazol-3-yl)oxyacetaldehyde diethyl acetal), O (water). The reagents and catalysts are Cl (hydrochloric acid). Solvent: C(CCC)O (n-butanol), C(CCC)O (n-butanol). Product: Cl.S1N=C(C=N1)OCC1NCCC2=CC(=C(C=C12)O)O (1-(1,2,5-thiadiazol-3-yl)oxymethyl-6,7-dihydroxy-1,2,3,4-tetrahydroisoquinoline hydrochloride). Isolated yield 74.1%. RXN SMILES: [ClH:1].[OH:2][C:3]1[CH:4]=[C:5]([CH:9]=[CH:10][C:11]=1[OH:12])[CH2:6][CH2:7][NH2:8].C(O[CH:16](OCC)[CH2:17][O:18][C:19]1[CH:23]=[N:22][S:21][N:20]=1)C.O>Cl.C(O)CCC>[ClH:1].[S:21]1[N:22]=[CH:23][C:19]([O:18][CH2:17][CH:16]2[C:9]3[C:5](=[CH:4][C:3]([OH:2])=[C:11]([OH:12])[CH:10]=3)[CH2:6][CH2:7][NH:8]2)=[N:20]1 |f:0.1,6.7|. Procedure: A mixture of 3,4-dihydroxyphenethylamine hydrochloride (1.62 g), (1,2,5-thiadiazol-3-yl)oxyacetaldehyde diethyl acetal (2.6 g), n-butanol (50 ml), water (25 ml) and 10% hydrochloric acid (3 drops) was refluxed for 15 hours. After the reaction, n-butanol was distilled off from the reaction mixture under reduced pressure. The residue was dissolved in water, and the solution was washed twice with chloroform and once with ether and then the aqueous layer was concentrated to give colourless crystals ...